This data is from the Open Reaction Database (ORD), a public repository of structured organic reaction records. The task is: describe an organic reaction: reactants, conditions, products, and yield Starting materials: C(C)(C)(C)OC(=O)N1C2CC(CC1CCC2)=CC(=O)OCC (3-ethoxycarbonylmethylene-9-aza-bicyclo[3.3.1]nonane-9-carboxylic acid tert-butyl ester). Reagents/catalysts: O=[Pt]=O (PtO2). Run in CCO (EtOH). Product: C(C)(C)(C)OC(=O)N1C2CC(CC1CCC2)CC(=O)OCC (3-Ethoxycarbonylmethyl-9-aza-bicyclo[3.3.1]nonane-9-carboxylic acid tert-butyl ester). RXN SMILES: [C:1]([O:5][C:6]([N:8]1[CH:13]2[CH2:14][CH2:15][CH2:16][CH:9]1[CH2:10][C:11](=[CH:17][C:18]([O:20][CH2:21][CH3:22])=[O:19])[CH2:12]2)=[O:7])([CH3:4])([CH3:3])[CH3:2]>CCO.O=[Pt]=O>[C:1]([O:5][C:6]([N:8]1[CH:9]2[CH2:16][CH2:15][CH2:14][CH:13]1[CH2:12][CH:11]([CH2:17][C:18]([O:20][CH2:21][CH3:22])=[O:19])[CH2:10]2)=[O:7])([CH3:4])([CH3:3])[CH3:2]. Reported procedure: 390 mg of 3-ethoxycarbonylmethylene-9-aza-bicyclo[3.3.1]nonane-9-carboxylic acid tert-butyl ester are dissolved in 50 ml of EtOH and hydrogenated (50 bar, RT) in the presence of 100 mg of PtO2 as a catalyst. From the mixture obtained the catalyst is filtrated off and 3-ethoxycarbonylmethyl-9-aza-bicyclo[3.3.1]nonane-9-carboxylic acid tert-butyl ester in the form of a mixture of the syn and anti isomers is obtained. 13C-NMR: 172.95, 172.88, 155.55, 154.44, 79.46, 79.42, 60.63, 47.40, 45.96, 45.88... Reactants: cis/trans mixture, ClC1=CC=C(C=C1)C1=NOC2=C1C(CCC(C2)C(=O)OC)O (methyl 3-(4-chlorophenyl)-5,6,7,8-tetrahydro-4-hydroxy-4H-cyclohept[d]isoxazole-7-carboxylate), CC(=O)C.OS(=O)(=O)O.O=[Cr](=O)=O (Jones' reagent). The solvent is CC(=O)C (acetone). Reaction conditions: time 20 minute. Product: ClC1=CC=C(C=C1)C1=NOC2=C1C(CCC(C2)C(=O)OC)=O (methyl 3-(4-chlorophenyl)-5,6,7,8-tetrahydro-4-oxo-4H-cyclohept[d]isoxazole-7-carboxylate). Reaction SMILES: [Cl:1][C:2]1[CH:7]=[CH:6][C:5]([C:8]2[C:12]3[CH:13]([OH:22])[CH2:14][CH2:15][CH:16]([C:18]([O:20][CH3:21])=[O:19])[CH2:17][C:11]=3[O:10][N:9]=2)=[CH:4][CH:3]=1.CC(C)=O.OS(O)(=O)=O.O=[Cr](=O)=O>CC(C)=O>[Cl:1][C:2]1[CH:7]=[CH:6][C:5]([C:8]2[C:12]3[C:13](=[O:22])[CH2:14][CH2:15][CH:16]([C:18]([O:20][CH3:21])=[O:19])[CH2:17][C:11]=3[O:10][N:9]=2)=[CH:4][CH:3]=1 |f:1.2.3|. Procedure: 2.4 g (7.5 mmol) of a cis/trans mixture of methyl 3-(4-chlorophenyl)-5,6,7,8-tetrahydro-4-hydroxy-4H-cyclohept[d]isoxazole-7-carboxylate were stirred in 150 ml of acetone and Jones' reagent was added dropwise until the orange color persisted for 20 minutes. The mixture was filtered and the residue was washed with acetone. The combined filtrate and washings were treated with isopropanol and the mixture was neutralized by stirring with solid sodium bicarbonate. The mixture was filtered. The filtra... Starting materials: crude product, NC=1C=CC=C2C=NN(C(C12)=O)C1=CC=C(C=C1)C(C)(C)C (8-amino-2-(4-tert-butyl-phenyl)-2H-phthalazin-1-one), N1=CC=C(C=C1)C=O (4-pyridinecarboxaldehyde), [BH-](OC(=O)C)(OC(=O)C)OC(=O)C.[Na+] (NaBH(OAc)3), S(=O)(=O)(C1=CC=C(C)C=C1)NN (TsNHNH2). Run in C(Cl)Cl (CH2Cl2), C(Cl)Cl (CH2Cl2). Reaction conditions: time 7 hour. Product: C(C)(C)(C)C1=CC=C(C=C1)N1C(C2=C(C=CC=C2C=N1)NCC1=CC=NC=C1)=O (2-(4-tert-butyl-phenyl)-8-[(pyridin-4-ylmethyl)-amino]-2H-phthalazin-1-one). RXN SMILES: [NH2:1][C:2]1[CH:3]=[CH:4][CH:5]=[C:6]2[C:11]=1[C:10](=[O:12])[N:9]([C:13]1[CH:18]=[CH:17][C:16]([C:19]([CH3:22])([CH3:21])[CH3:20])=[CH:15][CH:14]=1)[N:8]=[CH:7]2.[N:23]1[CH:28]=[CH:27][C:26]([CH:29]=O)=[CH:25][CH:24]=1.[BH-](OC(C)=O)(OC(C)=O)OC(C)=O.[Na+].S(NN)(C1C=CC(C)=CC=1)(=O)=O>C(Cl)Cl>[C:19]([C:16]1[CH:15]=[CH:14][C:13]([N:9]2[N:8]=[CH:7][C:6]3[C:11](=[C:2]([NH:1][CH2:29][C:26]4[CH:27]=[CH:28][N:23]=[CH:24][CH:25]=4)[CH:3]=[CH:4][CH:5]=3)[C:10]2=[O:12])=[CH:18][CH:17]=1)([CH3:22])([CH3:21])[CH3:20] |f:2.3|. Procedure details: To a solution of the amine (Step E, 45 mg, 0.15 mmol) and CH2Cl2 (10 mL) was added 4-pyridinecarboxaldehyde (0.04 mL, 0.39 mmol) and NaBH(OAc)3 (95 mg, 0.45 mmol). The reaction was stirred at RT for 7 h then quenched with H2O and extracted with CH2Cl2. The organic layer was washed with H2O and brine, dried (MgSO4) and concentrated in vacuo to give the crude product as an orange oil. The crude product was dissolved in 10 mL CH2Cl2 and stirred with PS-TsNHNH2 resin to remove un-reacted aldehyde. A... The reactants are ClC=1C(=NC=CC1)N1C2CN(CC1CC2)C(=O)OC(C)(C)C (tert-Butyl 8-(3-chloro-2-pyridinyl)-3,8-diazabicyclo[3.2.1]octane-3-carboxylate), FC(C(=O)O)(F)F (trifluoroacetic acid). Run in ClCCl (dichloromethane). Run at time 30 minute. Product: ClC=1C(=NC=CC1)N1C2CNCC1CC2 (8-(3-chloro-2-pyridinyl)-3,8-diazabicyclo[3.2.1]octane). As a reaction SMILES: [Cl:1][C:2]1[C:3]([N:8]2[CH:13]3[CH2:14][CH2:15][CH:9]2[CH2:10][N:11](C(OC(C)(C)C)=O)[CH2:12]3)=[N:4][CH:5]=[CH:6][CH:7]=1.FC(F)(F)C(O)=O>ClCCl>[Cl:1][C:2]1[C:3]([N:8]2[CH:9]3[CH2:15][CH2:14][CH:13]2[CH2:12][NH:11][CH2:10]3)=[N:4][CH:5]=[CH:6][CH:7]=1. Reported procedure: tert-Butyl 8-(3-chloro-2-pyridinyl)-3,8-diazabicyclo[3.2.1]octane-3-carboxylate (285 mg, 880 μmol) in dry dichloromethane (2 mL) was treated with trifluoroacetic acid (2 mL). After stirring at ambient temperature for 30 minutes, the mixture was concentrated under reduced pressure and the residue was treated with 1N sodium hydroxide solution. The mixture was extracted with ethyl acetate and the organic phase was concentrated under reduced pressure to provide the title compound. MS (DCI/NH3) m/z: ...